Dataset: the Open Reaction Database (ORD), a public repository of structured organic reaction records. Task: describe an organic reaction: reactants, conditions, products, and yield Starting materials: [N+](=O)([O-])C=1SC(=CC1)C=O (2-Nitrothiophen-5-carboxaldehyde), N1=C(C=CC=C1)S(=O)(=O)CC#N (2-pyridinesulphonylacetonitrile), O (water). Solvent: C(C)O (ethanol). Yields the product [N+](=O)([O-])C=1SC(=CC1)/C=C(\C#N)/S(=O)(=O)C1=NC=CC=C1 ((E)-3-(2-nitrothien-5-yl)-2-[(pyridin-2-yl)sulfonyl]acrylonitrile). Yield: 46.7%. As a reaction SMILES: [N+:1]([C:4]1[S:5][C:6]([CH:9]=O)=[CH:7][CH:8]=1)([O-:3])=[O:2].[N:11]1[CH:16]=[CH:15][CH:14]=[CH:13][C:12]=1[S:17]([CH2:20][C:21]#[N:22])(=[O:19])=[O:18].O>C(O)C>[N+:1]([C:4]1[S:5][C:6](/[CH:9]=[C:20](/[S:17]([C:12]2[CH:13]=[CH:14][CH:15]=[CH:16][N:11]=2)(=[O:19])=[O:18])\[C:21]#[N:22])=[CH:7][CH:8]=1)([O-:3])=[O:2]. Reported procedure: 2-Nitrothiophen-5-carboxaldehyde (0.157 g) and 2-pyridinesulphonylacetonitrile (0.2 g) were stirred in 2 mL of ethanol containing 0.01 mL piperidine for four hours at 100 C. The mixture was cooled to room temperature and water was added for crystalization. The crude product was filtered and recrystalized from ethanol and water to give 0.15 g of (E)-3-(2-nitrothien-5-yl)-2-[(pyridin-2-yl)sulfonyl]acrylonitrile. Reactants: O=[N+]([O-])c1ccc(CBr)cc1, O=C([O-])[O-], CC#N, O=C1NN=C(c2ccc(Cl)cc2)CS1, [K+], [K+], O. The product is O=C1SCC(c2ccc(Cl)cc2)=NN1Cc1ccc([N+](=O)[O-])cc1. As a reaction SMILES: [Br:15][CH2:16][c:17]1[cH:18][cH:19][c:20]([N+:23](=[O:24])[O-:25])[cH:21][cH:22]1.[C:26](=[O:27])([O-:28])[O-:29].[CH3:33][C:34]#[N:35].[Cl:1][c:2]1[cH:3][cH:4][c:5]([C:8]2=[N:9][NH:10][C:11](=[O:14])[S:12][CH2:13]2)[cH:6][cH:7]1.[K+:30].[K+:31].[OH2:32]>>[Cl:1][c:2]1[cH:3][cH:4][c:5]([C:8]2=[N:9][N:10]([CH2:16][c:17]3[cH:18][cH:19][c:20]([N+:23](=[O:24])[O-:25])[cH:21][cH:22]3)[C:11](=[O:14])[S:12][CH2:13]2)[cH:6][cH:7]1. Isolated yield 53.3%. Starting materials: O (water), ClC1=NC=CC=N1 (2-chloropyrimidine), C([O-])([O-])=O.[K+].[K+] (potassium carbonate), FC(C=1C=C(CN(C2=NC=C(C=N2)OCCCC(=O)OCC)CC2=C(C=CC(=C2)C(F)(F)F)O)C=C(C1)C(F)(F)F)(F)F (Ethyl 4-{2-[(3,5-bis-trifluoromethyl-benzyl)-(2-hydroxy-5-trifluoromethyl-benzyl)-amino]-pyrimidin-5-yloxy}-butyrate). Product: FC(C=1C=C(CN(C2=NC=C(C=N2)OCCCC(=O)OCC)CC2=C(C=CC(=C2)C(F)(F)F)OC2=NC=CC=N2)C=C(C1)C(F)(F)F)(F)F (ethyl 4-(2-{(3,5-bis-trifluoromethyl-benzyl)-[2-(pyrimidin-2-yloxy)-5-trifluoromethyl-benzyl]-amino}-pyrimidin-5-yloxy)-butyrate). Procedure: Ethyl 4-{2-[(3,5-bis-trifluoromethyl-benzyl)-(2-hydroxy-5-trifluoromethyl-benzyl)-amino]-pyrimidin-5-yloxy}-butyrate (200 mg) is dissolved in N,N-dimethylformamide (3 ml), and thereto are added 2-chloropyrimidine (45 mg) and potassium carbonate (55 mg), and the mixture is stirred at 85° C. overnight. The reaction solution is cooled to room temperature, and thereto are added water and ethyl acetate, and the mixture is separated, and the organic layer is washed with a saturated brine, dried over m... Reaction SMILES: [F:1][C:2]([F:43])([F:42])[C:3]1[CH:4]=[C:5]([CH:35]=[C:36]([C:38]([F:41])([F:40])[F:39])[CH:37]=1)[CH2:6][N:7]([CH2:23][C:24]1[CH:29]=[C:28]([C:30]([F:33])([F:32])[F:31])[CH:27]=[CH:26][C:25]=1[OH:34])[C:8]1[N:13]=[CH:12][C:11]([O:14][CH2:15][CH2:16][CH2:17][C:18]([O:20][CH2:21][CH3:22])=[O:19])=[CH:10][N:9]=1.Cl[C:45]1[N:50]=[CH:49][CH:48]=[CH:47][N:46]=1.C(=O)([O-])[O-].[K+].[K+].O>CN(C)C=O.C(OCC)(=O)C>[F:43][C:2]([F:1])([F:42])[C:3]1[CH:4]=[C:5]([CH:35]=[C:36]([C:38]([F:39])([F:40])[F:41])[CH:37]=1)[CH2:6][N:7]([CH2:23][C:24]1[CH:29]=[C:28]([C:30]([F:33])([F:32])[F:31])[CH:27]=[CH:26][C:25]=1[O:34][C:45]1[N:50]=[CH:49][CH:48]=[CH:47][N:46]=1)[C:8]1[N:9]=[CH:10][C:11]([O:14][CH2:15][CH2:16][CH2:17][C:18]([O:20][CH2:21][CH3:22])=[O:19])=[CH:12][N:13]=1 |f:2.3.4|. The solvent is C(C)(=O)OCC (ethyl acetate), CN(C=O)C (N,N-dimethylformamide). Reaction conditions: temperature 85 celsius, time 8 hour. Starting materials: N(=[N+]=[N-])C1CC(CCC1O)C(=O)OCC (ethyl 3-azido-4-hydroxycyclohexanecarboxylate). Reagents/catalysts: [Pd] (palladium on carbon). Run in C(C)(=O)OCC (ethyl acetate). Conditions: time 8 hour. The product is NC1CC(CCC1O)C(=O)OCC (ethyl 3-amino-4-hydroxycyclohexanecarboxylate). Yield: 82.6%. As a reaction SMILES: [N:1]([CH:4]1[CH:9]([OH:10])[CH2:8][CH2:7][CH:6]([C:11]([O:13][CH2:14][CH3:15])=[O:12])[CH2:5]1)=[N+]=[N-]>[Pd].C(OCC)(=O)C>[NH2:1][CH:4]1[CH:9]([OH:10])[CH2:8][CH2:7][CH:6]([C:11]([O:13][CH2:14][CH3:15])=[O:12])[CH2:5]1. Reported procedure: A suspension mixture of Racemate-ethyl 3-azido-4-hydroxycyclohexanecarboxylate (8.0 g, 37.5 mmol) and 5% palladium on carbon (50% wet, 2.0 g) in ethyl acetate (250 mL) was stirred under hydrogen atmosphere (˜1 atm) at room temperature overnight. After the reaction mixture was filtered, the filtrate was concentrated to thereby give the title compound (5.8 g, 83%) as a yellow solid. MS (ES+) C9H17NO3 requires: 187, found: 188 [M+H]+. Starting materials: CCO, O=Cc1c(Cl)cncc1Cl, Cl, NO, [Na+], [OH-], O. Yields the product ON=Cc1c(Cl)cncc1Cl. RXN SMILES: [CH3:16][CH2:17][OH:18].[Cl:1][c:2]1[cH:3][n:4][cH:5][c:6]([Cl:10])[c:7]1[CH:8]=[O:9].[ClH:13].[NH2:14][OH:15].[Na+:12].[OH-:11].[OH2:19]>>[Cl:1][c:2]1[cH:3][n:4][cH:5][c:6]([Cl:10])[c:7]1[CH:8]=[N:14][OH:11]. Reactants: C[Si](C)(C)C#N (Trimethylsilyl cyanide), FC(C1=CC=C(C=O)C=C1)(F)F (4-(trifluoromethyl)benzaldehyde), C1(=CC=CC=C1)NCCO (N-phenylethanolamine), S(N)(O)(=O)=O (sulfamic acid). Reaction conditions: time 20 hour. Product: OCCN(C1=CC=CC=C1)C(C#N)C1=CC=C(C=C1)C(F)(F)F ([(2-hydroxyethyl)phenylamino]-(4-trifluoromethylphenyl)acetonitrile). RXN SMILES: C[Si]([C:5]#[N:6])(C)C.[F:7][C:8]([F:18])([F:17])[C:9]1[CH:16]=[CH:15][C:12]([CH:13]=O)=[CH:11][CH:10]=1.[C:19]1([NH:25][CH2:26][CH2:27][OH:28])[CH:24]=[CH:23][CH:22]=[CH:21][CH:20]=1.S(=O)(=O)(O)N>>[OH:28][CH2:27][CH2:26][N:25]([CH:13]([C:12]1[CH:15]=[CH:16][C:9]([C:8]([F:18])([F:17])[F:7])=[CH:10][CH:11]=1)[C:5]#[N:6])[C:19]1[CH:24]=[CH:23][CH:22]=[CH:21][CH:20]=1. Procedure details: Trimethylsilyl cyanide (723 μL) was added to a mixture of 4-(trifluoromethyl)benzaldehyde (CAS #455-19-6, 1 g), N-phenylethanolamine (870 mg) and sulfamic acid (28 mg), and the mixture was stirred at room temperature for 20 hours. The reaction solution was partitioned with water and chloroform. The organic layer was dried over anhydrous magnesium sulfate. The organic layer was concentrated under reduced pressure. The resulting residue was purified by silica gel column chromatography (elution sol... The reactants are CCN(CC)CC(=O)N1CCc2cc(OC)c([N+](=O)[O-])cc21, CCO. The product is CCN(CC)CC(=O)N1CCc2cc(OC)c(N)cc21. As a reaction SMILES: [CH2:1]([CH3:2])[N:3]([CH2:4][C:5](=[O:6])[N:7]1[CH2:8][CH2:9][c:10]2[cH:11][c:12]([O:19][CH3:20])[c:13]([N+:16]([O-:17])=[O:18])[cH:14][c:15]21)[CH2:21][CH3:22].[CH3:23][CH2:24][OH:25]>>[CH2:1]([CH3:2])[N:3]([CH2:4][C:5](=[O:6])[N:7]1[CH2:8][CH2:9][c:10]2[cH:11][c:12]([O:19][CH3:20])[c:13]([NH2:16])[cH:14][c:15]21)[CH2:21][CH3:22].